Dataset: the Open Reaction Database (ORD), a public repository of structured organic reaction records. Task: describe an organic reaction: reactants, conditions, products, and yield The reactants are C(C)OCCOC=1C=C(C=O)C=CC1I (3-(2-ethoxyethoxy)-4-iodobenzaldehyde), O (water), [H-].[Na+] (sodium hydride), C(C)OP(=O)(OCC)CCOCC(=O)OCC (ethyl (diethoxyphosphoryl)ethoxyacetate). Solvent: O1CCCC1 (tetrahydrofuran), O1CCCC1 (tetrahydrofuran). Run at time 45 minute. Yields the product mixture, C(C)OCCOC=1C=C(C=CC1I)\C=C(\C(=O)OCC)/OCC (ethyl (Z)-3-[3-(2-ethoxyethoxy)-4-iodophenyl]-2-ethoxyacrylate). Yield: 10.0%. RXN SMILES: [H-].[Na+].C(OP([CH2:11][CH2:12][O:13][CH2:14][C:15]([O:17][CH2:18][CH3:19])=[O:16])(OCC)=O)C.[CH2:20]([O:22][CH2:23][CH2:24][O:25][C:26]1[CH:27]=[C:28]([CH:31]=[CH:32][C:33]=1[I:34])[CH:29]=O)[CH3:21].O>O1CCCC1>[CH2:20]([O:22][CH2:23][CH2:24][O:25][C:26]1[CH:27]=[C:28](/[CH:29]=[C:14](\[O:13][CH2:12][CH3:11])/[C:15]([O:17][CH2:18][CH3:19])=[O:16])[CH:31]=[CH:32][C:33]=1[I:34])[CH3:21] |f:0.1|. Procedure details: 0.26 g (6.87 mmol) of sodium hydride is added portionwise to a solution at 0° C. of 1.75 g (6.87 mmol) of ethyl (diethoxyphosphoryl)ethoxyacetate (prepared according to Example 1b) in 20 mL of tetrahydrofuran. The reaction mixture is stirred for 45 minutes at room temperature and 2 g (6.25 mmol) of 3-(2-ethoxyethoxy)-4-iodobenzaldehyde in 10 mL of tetrahydrofuran are then added dropwise. The reaction is slightly exothermic, and the reaction mixture is maintained at a temperature of 25-30° C. wit... The reactants are O=CCCCNC(=O)c1ccccc1, O=C(c1cccc2ccccc12)N1CCN(CCO)CC1. Yields the product O=CCN1CCN(C(=O)c2cccc3ccccc23)CC1. Reaction SMILES: [O:22]=[CH:23][CH2:24][CH2:25][CH2:26][NH:27][C:28](=[O:29])[c:30]1[cH:31][cH:32][cH:33][cH:34][cH:35]1.[c:1]1([C:11](=[O:12])[N:13]2[CH2:14][CH2:15][N:16]([CH2:19][CH2:20][OH:21])[CH2:17][CH2:18]2)[cH:2][cH:3][cH:4][c:5]2[cH:6][cH:7][cH:8][cH:9][c:10]12>>[c:1]1([C:11](=[O:12])[N:13]2[CH2:14][CH2:15][N:16]([CH2:19][CH:20]=[O:21])[CH2:17][CH2:18]2)[cH:2][cH:3][cH:4][c:5]2[cH:6][cH:7][cH:8][cH:9][c:10]12. Reactants: CC(C)OC1(c2ccc(C#Cc3ccc(C(C)C(=O)[O-])cc3)cc2)CC1, CCO, [Na+], C1CCOC1, [OH-]. Yields the product CC(C)OC1(c2ccc(C#Cc3ccc(CC(=O)O)cc3)cc2)CC1. RXN SMILES: [CH3:1][CH:2]([C:3](=[O:4])[O-:5])[c:6]1[cH:7][cH:8][c:9]([C:12]#[C:13][c:14]2[cH:15][cH:16][c:17]([C:20]3([O:23][CH:24]([CH3:25])[CH3:26])[CH2:21][CH2:22]3)[cH:18][cH:19]2)[cH:10][cH:11]1.[CH3:29][CH2:30][OH:31].[Na+:28].[O:32]1[CH2:33][CH2:34][CH2:35][CH2:36]1.[OH-:27]>>[CH2:2]([C:3](=[O:4])[OH:5])[c:6]1[cH:7][cH:8][c:9]([C:12]#[C:13][c:14]2[cH:15][cH:16][c:17]([C:20]3([O:23][CH:24]([CH3:25])[CH3:26])[CH2:21][CH2:22]3)[cH:18][cH:19]2)[cH:10][cH:11]1. Starting materials: O=C(O)c1ccc(Br)c(Cl)n1, CS(C)=O, [K+], [Na+], OCC1CCCO1, [OH-], [OH-]. Yields the product O=C(O)c1ccc(Br)c(OCC2CCCO2)n1. RXN SMILES: [Br:1][c:2]1[cH:3][cH:4][c:5]([C:9](=[O:10])[OH:11])[n:6][c:7]1[Cl:8].[CH3:23][S:24]([CH3:25])=[O:26].[K+:13].[Na+:22].[O:14]1[CH:15]([CH2:19][OH:20])[CH2:16][CH2:17][CH2:18]1.[OH-:12].[OH-:21]>>[Br:1][c:2]1[cH:3][cH:4][c:5]([C:9](=[O:10])[OH:11])[n:6][c:7]1[O:20][CH2:19][CH:15]1[O:14][CH2:18][CH2:17][CH2:16]1. The reactants are BrC=1C=CC(=NC1)C(=O)O (5-bromo-2-pyridinecarboxylic acid), C(C(=O)Cl)(=O)Cl (Oxalyl chloride). The reagents and catalysts are CN(C)C=O (DMF). The solvent is C(Cl)Cl (DCM). Run at temperature 40 celsius. The product is BrC=1C=CC(=NC1)C(=O)Cl (5-bromo-2-pyridinecarbonyl chloride). RXN SMILES: [Br:1][C:2]1[CH:3]=[CH:4][C:5]([C:8]([OH:10])=O)=[N:6][CH:7]=1.C(Cl)(=O)C([Cl:14])=O>C(Cl)Cl.CN(C=O)C>[Br:1][C:2]1[CH:3]=[CH:4][C:5]([C:8]([Cl:14])=[O:10])=[N:6][CH:7]=1. Reported procedure: The acid from step 1 (0.702 g, 3.475 mmol) was suspended in DCM (40 mL) under argon, DMF (1 drop) was added and the mixture was cooled in an ice-bath. Oxalyl chloride was added portion-wise over 5 minutes and the mixture was then heated to 40° C. for 90 minutes. On cooling, the solvent was removed to produce 5-bromo-2-pyridinecarbonyl chloride (0.801 g) as a brown solid which was used in step 3. Reactants: FC1=C(CBr)C=CC=C1 (2-fluorobenzyl bromide), Grignard reagent, [Cl-].[NH4+] (ammonium chloride), [Mg] (magnesium), CN(C)C(C1C(CCCC1)=O)C1=CC=CC=C1 (2-(dimethylaminophenylmethyl)cyclohexanone), crude base. The solvent is CCOCC (ether), CCOCC (ether), CCOCC (ether). The product is Cl.CN(C)C(C1C(CCCC1)(O)CC1=C(C=CC=C1)F)C1=CC=CC=C1 (2-(dimethylaminophenylmethyl)-1-(2-fluorobenzyl)cyclohexanol, hydrochloride). Yield: 35.7%. Reaction SMILES: [Mg].[F:2][C:3]1[CH:10]=[CH:9][CH:8]=[CH:7][C:4]=1[CH2:5]Br.[CH3:11][N:12]([CH:14]([C:22]1[CH:27]=[CH:26][CH:25]=[CH:24][CH:23]=1)[CH:15]1[CH2:20][CH2:19][CH2:18][CH2:17][C:16]1=[O:21])[CH3:13].[Cl-:28].[NH4+]>CCOCC>[ClH:28].[CH3:13][N:12]([CH:14]([C:22]1[CH:23]=[CH:24][CH:25]=[CH:26][CH:27]=1)[CH:15]1[CH2:20][CH2:19][CH2:18][CH2:17][C:16]1([CH2:5][C:4]1[CH:7]=[CH:8][CH:9]=[CH:10][C:3]=1[F:2])[OH:21])[CH3:11] |f:3.4,6.7|. Reported procedure: 0.38 g (15.6 mmole) of magnesium turnings was stirred in 15 ml of ether of analysis purity. 1.85 g (15.6 mmole) of 2-fluorobenzyl bromide dissolved in 15 ml of ether were added dropwise so that the reaction mixture boiled gently. After completion of the addition the reaction mixture was stirred for a further hour at RT. 3.0 g (13.0 mmole) of the 2-(dimethylaminophenylmethyl)cyclohexanone prepared according to Example 1 were dissolved in 15 ml of ether, added dropwise to the Grignard reagent whil... Starting materials: cyclohexane-ether, C1(=CC=CC=C1)[Li] (phenyl lithium), C(=C(F)F)(C(F)(F)F)F.C(=C(F)F)(C(F)(F)F)F.C(=C(F)F)(C(F)(F)F)F (hexafluoropropene trimer), FC(C(=C(C(C(F)(F)F)(C(F)(F)F)F)C(C(F)(F)F)(C(F)(F)F)F)F)(F)F (perfluoro-(4-methyl-3-isopropyl-2-pentene)), Teflon, ice water. Solvent: CCOCC (ether). Run at temperature -78 celsius, time 3 hour. The product is C1(=CC=CC=C1)C(C(F)(F)F)=C(C(C(F)(F)F)(C(F)(F)F)F)C(C(F)(F)F)(C(F)(F)F)F (2-phenyl-perfluoro-(4-methyl-3-isopropyl-2-pentene)). As a reaction SMILES: C(F)(C(F)(F)F)=C(F)F.C(F)(C(F)(F)F)=C(F)F.C(F)(C(F)(F)F)=C(F)F.[F:28][C:29]([F:54])([F:53])[C:30](F)=[C:31]([C:42]([F:51])([C:47]([F:50])([F:49])[F:48])[C:43]([F:46])([F:45])[F:44])[C:32]([F:41])([C:37]([F:40])([F:39])[F:38])[C:33]([F:36])([F:35])[F:34].[C:55]1([Li])[CH:60]=[CH:59][CH:58]=[CH:57][CH:56]=1>CCOCC>[C:55]1([C:30](=[C:31]([C:32]([F:41])([C:37]([F:38])([F:39])[F:40])[C:33]([F:34])([F:35])[F:36])[C:42]([F:51])([C:43]([F:46])([F:45])[F:44])[C:47]([F:50])([F:49])[F:48])[C:29]([F:54])([F:53])[F:28])[CH:60]=[CH:59][CH:58]=[CH:57][CH:56]=1 |f:0.1.2|. Procedure: Under argon atmosphere, 1.0 mmol (459 mg) of hexafluoropropene trimer mixture [including 5 wt % of perfluoro-(3-ethyl-2,4-dimethyl-2-pentene)] comprising perfluoro-(4-methyl-3-isopropyl-2-pentene) as a main component was put in a 100 ml egg-plant-shaped flask with a three-way stopcock having a magnet stirrer made of Teflon (R) therein. Then, 10 ml of anhydrous ether dry-distilled on sodium was added into the mixture, and stirringly dissolved therein. 0.5 ml (1.0 mmol) of cyclohexane-ether soluti... The reactants are ClC1=NC=2C=CC=CC2C=2C1=NN(C2C)CCC (4-chloro-1-methyl-2-propyl-2H-pyrazolo[3,4-c]quinoline), N (ammonia). Solvent: CO (methanol). Run at temperature 150 celsius. Product: CC=1N(N=C2C(=NC=3C=CC=CC3C21)N)CCC (1-methyl-2-propyl-2H-pyrazolo[3,4-c]quinolin-4-amine). Reaction SMILES: Cl[C:2]1[C:11]2=[N:12][N:13]([CH2:16][CH2:17][CH3:18])[C:14]([CH3:15])=[C:10]2[C:9]2[CH:8]=[CH:7][CH:6]=[CH:5][C:4]=2[N:3]=1.[NH3:19]>CO>[CH3:15][C:14]1[N:13]([CH2:16][CH2:17][CH3:18])[N:12]=[C:11]2[C:10]=1[C:9]1[CH:8]=[CH:7][CH:6]=[CH:5][C:4]=1[N:3]=[C:2]2[NH2:19]. Procedure details: A Parr vessel was charged with 4-chloro-1-methyl-2-propyl-2H-pyrazolo[3,4-c]quinoline (4.31 g) and a solution of ammonia in methanol (50 mL of 7 N). The reaction was heated at 150° C. for 24 hours and allowed to cool to room temperature. Most of the methanol was removed under reduced pressure, and water was added. A precipitate formed and was isolated by filtration, washed with water, and dried on the vacuum filter funnel to provide 3.8 g of 1-methyl-2-propyl-2H-pyrazolo[3,4-c]quinolin-4-amine a... Starting materials: C(C)(C)(C)OC(=O)NC1CN(CC1)C1=CC=C(C=C1)NC1=NC=C(C(=N1)NC1CCCC1)[N+](=O)[O-] (2-[[4-[3-(tert-butoxycarbonylamino)pyrrolidin-1-yl]phenyl]amino]-4-(cyclopentylamino)-5-nitropyrimidine). The reagents and catalysts are [Pd] (Pd/C). The product is NC=1C(=NC(=NC1)NC1=CC=C(C=C1)N1CC(CC1)NC(=O)OC(C)(C)C)NC1CCCC1 (5-Amino-2-[[4-[3-(tert-butoxycarbonylamino)pyrrolidin-1-yl]phenyl]amino]-4-(cyclopentylamino)pyrimidine). Reaction SMILES: [C:1]([O:5][C:6]([NH:8][CH:9]1[CH2:13][CH2:12][N:11]([C:14]2[CH:19]=[CH:18][C:17]([NH:20][C:21]3[N:26]=[C:25]([NH:27][CH:28]4[CH2:32][CH2:31][CH2:30][CH2:29]4)[C:24]([N+:33]([O-])=O)=[CH:23][N:22]=3)=[CH:16][CH:15]=2)[CH2:10]1)=[O:7])([CH3:4])([CH3:3])[CH3:2]>[Pd]>[NH2:33][C:24]1[C:25]([NH:27][CH:28]2[CH2:29][CH2:30][CH2:31][CH2:32]2)=[N:26][C:21]([NH:20][C:17]2[CH:16]=[CH:15][C:14]([N:11]3[CH2:12][CH2:13][CH:9]([NH:8][C:6]([O:5][C:1]([CH3:4])([CH3:3])[CH3:2])=[O:7])[CH2:10]3)=[CH:19][CH:18]=2)=[N:22][CH:23]=1. Procedure details: Hydrogenation of 2-[[4-[3-(tert-butoxycarbonylamino)pyrrolidin-1-yl]phenyl]amino]-4-(cyclopentylamino)-5-nitropyrimidine (from Example 2(10) above) over Pd/C gave the title compound as a solid. Reactants: C(C)(C)(C)C=1C=C(C=C(C1)C)/C=C/C=O ((E)-3-(3-tert-butyl-5-methylphenyl)-2-propenal), C(C)(=O)[O-].[Na+] (sodium acetate). The reagents and catalysts are [Pd] (Pd/C). Solvent: C(C)O (ethanol). Conditions: time 6 hour. Yields the product C(C)(C)(C)C=1C=C(C=C(C1)C)CCC=O (3-(3-tert-butyl-5-methylphenyl)propanal). Yield: 590.8%. Reaction SMILES: [C:1]([C:5]1[CH:6]=[C:7](/[CH:12]=[CH:13]/[CH:14]=[O:15])[CH:8]=[C:9]([CH3:11])[CH:10]=1)([CH3:4])([CH3:3])[CH3:2].C([O-])(=O)C.[Na+]>C(O)C.[Pd]>[C:1]([C:5]1[CH:6]=[C:7]([CH2:12][CH2:13][CH:14]=[O:15])[CH:8]=[C:9]([CH3:11])[CH:10]=1)([CH3:4])([CH3:2])[CH3:3] |f:1.2|. Procedure details: To 1.2 g (5.7 mmole) of (E)-3-(3-tert-butyl-5-methylphenyl)-2-propenal in ethanol (20 ml) there were added 5% Pd/C (0.12 g) and sodium acetate (0.12 g, 1.4 mmole). The mixture was hydrogenated at room temperature and atmospheric pressure during 6 h. After filtration of the catalyst, the solvent was evaporated (1.2 g). The raw product was dissolved in CH2Cl2 (20 ml) and a suspension of PCC (0.62 g, 2.8 ml) in CH2Cl2 (20 ml) was added thereto at room temperature. After 2 h, the mixture was diluted...